Dataset: the Open Reaction Database (ORD), a public repository of structured organic reaction records. Task: describe an organic reaction: reactants, conditions, products, and yield As a reaction SMILES: [Br:15][N:16]1[C:17](=[O:18])[CH2:19][CH2:20][C:21]1=[O:22].[CH2:1]1[CH2:2][CH2:3][CH:4]2[C:5](=[O:14])[NH:6][c:7]3[cH:8][cH:9][cH:10][cH:11][c:12]3[CH:13]12.[O:23]=[CH:24][N:25]([CH3:26])[CH3:27].[OH2:28]>>[CH2:1]1[CH2:2][CH2:3][CH:4]2[C:5](=[O:14])[NH:6][c:7]3[cH:8][cH:9][c:10]([Br:15])[cH:11][c:12]3[CH:13]12. Starting materials: O=C1CCC(=O)N1Br, O=C1Nc2ccccc2C2CCCC12, CN(C)C=O, O. Product: O=C1Nc2ccc(Br)cc2C2CCCC12. Reactants: CC1=NOC(=C1C(=O)OCC)C1=CC=CC=C1 (ethyl 3-methyl-5-phenyl-4-isoxazole carboxylate). Run in C(C)O (ethanol). Yields the product CC1=NOC(=C1C(=O)O)C1=CC=CC=C1 (3-methyl-5-phenyl-4-isoxazole carboxylic acid). Yield: 16.9%. RXN SMILES: [CH3:1][C:2]1[C:6]([C:7]([O:9]CC)=[O:8])=[C:5]([C:12]2[CH:17]=[CH:16][CH:15]=[CH:14][CH:13]=2)[O:4][N:3]=1>C(O)C>[CH3:1][C:2]1[C:6]([C:7]([OH:9])=[O:8])=[C:5]([C:12]2[CH:17]=[CH:16][CH:15]=[CH:14][CH:13]=2)[O:4][N:3]=1. Reported procedure: The ethyl 3-methyl-5-phenyl-4-isoxazole carboxylate (1.45 g) obtained in the above reaction was dissolved in ethanol (45 ml) and distilled water (15 ml), potassium hydroxide (1.3 g) was added thereto at room temperature, and the mixture was stirred under heat reflux for 1 hour. After the completion of the reaction, the mixture was concentrated to remove ethanol, distilled water was added thereto, and the mixture was acidified (pH=4) using 1%-aqueous hydrochloric acid. Extraction by liquid separa...